This data is from the Open Reaction Database (ORD), a public repository of structured organic reaction records. The task is: describe an organic reaction: reactants, conditions, products, and yield Reactants: C(CCC)OC1=NC(=C2N=C(N(C2=N1)CCCNCC1OCCC1)OC)N (2-(Butyloxy)-8-(methyloxy)-9-{3-[(tetrahydro-2-furanylmethyl)amino]propyl}-9H-purin-6-amine), FC(C(=O)O)(F)F.C(CCC)NC1=NC(=C2N=C(NC2=N1)OC)N (N2-butyl-8-methoxy-9H-purine-2,6-diamine trifluoroacetic acid salt), BrCCCBr (1,3-dibromopropane), O1CCC(CC1)CN ((tetrahydro-2H-pyran-4-ylmethyl)amine). The product is C(CCC)NC1=NC(=C2N=C(N(C2=N1)CCCNCC1CCOCC1)OC)N (N2-Butyl-8-(methyloxy)-9-{3-[(tetrahydro-2H-pyran-4-ylmethyl)amino]propyl}-9H-purine-2,6-diamine). As a reaction SMILES: C(O[C:6]1[N:14]=[C:13]2[C:9]([N:10]=[C:11]([O:25][CH3:26])[N:12]2[CH2:15][CH2:16][CH2:17][NH:18][CH2:19][CH:20]2[CH2:24][CH2:23]CO2)=[C:8]([NH2:27])[N:7]=1)CCC.F[C:29](F)(F)[C:30]([OH:32])=O.[CH2:35]([NH:39]C1N=C2C(N=C(OC)N2)=C(N)N=1)[CH2:36][CH2:37][CH3:38].BrCCCBr.O1CCC(CN)CC1>>[CH2:35]([NH:39][C:6]1[N:14]=[C:13]2[C:9]([N:10]=[C:11]([O:25][CH3:26])[N:12]2[CH2:15][CH2:16][CH2:17][NH:18][CH2:19][CH:20]2[CH2:24][CH2:23][O:32][CH2:30][CH2:29]2)=[C:8]([NH2:27])[N:7]=1)[CH2:36][CH2:37][CH3:38] |f:1.2|. Procedure details: Prepared similarly to Intermediate 15 from N2-butyl-8-methoxy-9H-purine-2,6-diamine trifluoroacetic acid salt, 1,3-dibromopropane, and (tetrahydro-2H-pyran-4-ylmethyl)amine. Reactants: NC1=CC=C(C=C1)N1C(N(C=C1)C1=CC=C(C=C1)OC1=CC=CC=C1)=O (1-(4-Aminophenyl)-3-(4-phenoxyphenyl)-1,3-dihydroimidazol-2-one), O=C1N(C(CN1)=O)CC(=O)O (2,5-dioxo-imidazolidin-1-yl acetic acid). Product: O=C1N(C(CN1)=O)CC(=O)NC1=CC=C(C=C1)N1C(N(C=C1)C1=CC=C(C=C1)OC1=CC=CC=C1)=O (2-(2,5-Dioxo-imidazolidin-1-yl)-N-{4-[2-oxo-3-(4-phenoxy-phenyl)-2,3-dihydroimidazol-1-yl]-phenyl}-acetamide). Reaction SMILES: [NH2:1][C:2]1[CH:7]=[CH:6][C:5]([N:8]2[CH:12]=[CH:11][N:10]([C:13]3[CH:18]=[CH:17][C:16]([O:19][C:20]4[CH:25]=[CH:24][CH:23]=[CH:22][CH:21]=4)=[CH:15][CH:14]=3)[C:9]2=[O:26])=[CH:4][CH:3]=1.[O:27]=[C:28]1[NH:32][CH2:31][C:30](=[O:33])[N:29]1[CH2:34][C:35](O)=[O:36]>>[O:27]=[C:28]1[NH:32][CH2:31][C:30](=[O:33])[N:29]1[CH2:34][C:35]([NH:1][C:2]1[CH:3]=[CH:4][C:5]([N:8]2[CH:12]=[CH:11][N:10]([C:13]3[CH:18]=[CH:17][C:16]([O:19][C:20]4[CH:25]=[CH:24][CH:23]=[CH:22][CH:21]=4)=[CH:15][CH:14]=3)[C:9]2=[O:26])=[CH:6][CH:7]=1)=[O:36]. Procedure: 1-(4-Aminophenyl)-3-(4-phenoxyphenyl)-1,3-dihydroimidazol-2-one was reacted with 2-(2,5-dioxo-imidazolidin-1-yl acetic acid as described in example 217. The product with the molecular weight of 483.49 (C26H21N5O5); MS (ESI): 484 ([M+H]+) was obtained as hydrotrifluoroacetate in this way.